Dataset: the Open Reaction Database (ORD), a public repository of structured organic reaction records. Task: describe an organic reaction: reactants, conditions, products, and yield Reactants: COCCBr, CNC1(C(N)=O)CCNCC1. Product: CNC1(C(N)=O)CCN(CCOC)CC1. As a reaction SMILES: [Br:12][CH2:13][CH2:14][O:15][CH3:16].[C:1]([NH2:2])(=[O:3])[C:4]1([NH:10][CH3:11])[CH2:5][CH2:6][NH:7][CH2:8][CH2:9]1>>[C:1]([NH2:2])(=[O:3])[C:4]1([NH:10][CH3:11])[CH2:5][CH2:6][N:7]([CH2:13][CH2:14][O:15][CH3:16])[CH2:8][CH2:9]1. The reactants are ClC1=C2C(=NN=C1C1=CC=CC=C1)NN=C2C2=CC=CC=C2 (4-chloro-3,5-diphenyl-1H-pyrazolo[3,4-c]pyridazine), O1CC(C1)O (oxetan-3-ol), C1(=CC=CC=C1)P(C1=CC=CC=C1)C1=CC=CC=C1 (triphenylphosphine), N(=NC(=O)OCC)C(=O)OCC (diethyl azodicarboxylate). Solvent: O1CCOCC1 (dioxane). Reaction conditions: temperature 85 celsius. Yields the product ClC1=C2C(=NN=C1C1=CC=CC=C1)N(N=C2C2=CC=CC=C2)C2COC2 (4-chloro-1-(oxetan-3-yl)-3,5-diphenyl-1H-pyrazolo[3,4-c]pyridazine). Yield: 39.6%. Reaction SMILES: [Cl:1][C:2]1[C:7]([C:8]2[CH:13]=[CH:12][CH:11]=[CH:10][CH:9]=2)=[N:6][N:5]=[C:4]2[NH:14][N:15]=[C:16]([C:17]3[CH:22]=[CH:21][CH:20]=[CH:19][CH:18]=3)[C:3]=12.[O:23]1[CH2:26][CH:25](O)[CH2:24]1.C1(P(C2C=CC=CC=2)C2C=CC=CC=2)C=CC=CC=1.N(C(OCC)=O)=NC(OCC)=O>O1CCOCC1>[Cl:1][C:2]1[C:7]([C:8]2[CH:9]=[CH:10][CH:11]=[CH:12][CH:13]=2)=[N:6][N:5]=[C:4]2[N:14]([CH:25]3[CH2:26][O:23][CH2:24]3)[N:15]=[C:16]([C:17]3[CH:18]=[CH:19][CH:20]=[CH:21][CH:22]=3)[C:3]=12. Procedure: A solution of 4-chloro-3,5-diphenyl-1H-pyrazolo[3,4-c]pyridazine (50 mg, 0.16 mmol) in dioxane (0.5 mL) was treated with oxetan-3-ol (24 mg, 0.32 mmol), triphenylphosphine (84 mg, 0.32 mmol) and diethyl azodicarboxylate (DEAD, 56 mg, 0.32 mmol) and heated in the microwave at 85° C. for 30 min. The crude mixture evaporated down under reduced pressure and purified by preparative HPLC, and subsequently by column chromatography (silica gel, gradient 0 to 15% diethyl ether/CH2Cl2) to give 23 mg of Co... Reactants: [BH4-].[Na+] (sodium borohydride), C(C)OC1=C(C=CC=C1)C(=O)C=O (2-ethoxyphenylglyoxal), COC=1C=C(CCN)C=CC1OC (3,4-dimethoxyphenethylamine), COC=1C=C(CCN=C(C(=O)C2=CC=CC=C2)OC)C=CC1OC (α-(3,4-dimethoxyphenethylimino)-2-methoxyacetophenone), Cl (hydrochloric acid). Solvent: C(C)O (ethanol). Conditions: time 30 minute. Product: Cl.COC=1C=C(CCNCC(C2=C(C=CC=C2)OCC)O)C=CC1OC (α-(3,4-dimethoxyphenethylaminomethyl)-2-ethoxybenzylalcohol hydrochloride). RXN SMILES: [CH2:1]([O:3][C:4]1[CH:9]=[CH:8][CH:7]=[CH:6][C:5]=1[C:10]([CH:12]=O)=[O:11])[CH3:2].[CH3:14][O:15][C:16]1[CH:17]=[C:18]([CH:22]=[CH:23][C:24]=1[O:25][CH3:26])[CH2:19][CH2:20][NH2:21].COC1C=C(C=CC=1OC)CCN=C(OC)C(C1C=CC=CC=1)=O.[BH4-].[Na+].[ClH:53]>C(O)C>[ClH:53].[CH3:14][O:15][C:16]1[CH:17]=[C:18]([CH:22]=[CH:23][C:24]=1[O:25][CH3:26])[CH2:19][CH2:20][NH:21][CH2:12][CH:10]([OH:11])[C:5]1[CH:6]=[CH:7][CH:8]=[CH:9][C:4]=1[O:3][CH2:1][CH3:2] |f:3.4,7.8|. Reported procedure: 2.1 g of 2-ethoxyphenylglyoxal (crude oil) are dissolved in 20 ml of ethanol, and 1.85 g of 3,4-dimethoxyphenethylamine are added thereto. The solution is stirred at room temperature for 30 minutes, whereby a solution containing α-(3,4-dimethoxyphenethylimino)-2-methoxyacetophenone is obtained. 0.6 g of sodium borohydride is added gradually to said solution under ice-cooling, and the mixture is stirred at room temperature for one hour. The reaction mixture is evaporated to remove solvent. Water ... Reactants: O=C([O-])[O-], BrCc1ccccc1, CCOCC, CCCCCC, [K+], [K+], CN(C)C=O, O=Cc1ccc(O)cc1. Yields the product O=Cc1ccc(OCc2ccccc2)cc1. RXN SMILES: [C:10](=[O:11])([O-:12])[O-:13].[CH2:16]([c:17]1[cH:18][cH:19][cH:20][cH:21][cH:22]1)[Br:23].[CH2:24]([O:25][CH2:26][CH3:27])[CH3:28].[CH3:34][CH2:35][CH2:36][CH2:37][CH2:38][CH3:39].[K+:14].[K+:15].[O:29]=[CH:30][N:31]([CH3:32])[CH3:33].[OH:1][c:2]1[cH:3][cH:4][c:5]([CH:6]=[O:7])[cH:8][cH:9]1>>[O:1]([c:2]1[cH:3][cH:4][c:5]([CH:6]=[O:7])[cH:8][cH:9]1)[CH2:16][c:17]1[cH:18][cH:19][cH:20][cH:21][cH:22]1.